This data is from the Open Reaction Database (ORD), a public repository of structured organic reaction records. The task is: describe an organic reaction: reactants, conditions, products, and yield Starting materials: NC1=C(C(=NN1C(C)(C)C)C1=CC=C(C=C1)[N+](=O)[O-])C#N (5-amino-1-tert-butyl-3-(4-nitro-phenyl)-1H-pyrazole-4-carbonitrile), aqueous solution, OO (hydrogen peroxide), solution, [OH-].[Na+] (sodium hydroxide). Reagents/catalysts: S(=O)(=O)(O)[O-].C(CCC)[N+](CCCC)(CCCC)CCCC (tetrabutylammonium hydrogensulfate). The solvent is O1CCCC1 (tetrahydrofuran). Reaction conditions: time 48 hour. Product: NC1=C(C(=NN1C(C)(C)C)C1=CC=C(C=C1)[N+](=O)[O-])C(=O)N (5-amino-1-tert-butyl-3-(4-nitro-phenyl)-1H-pyrazole-4-carboxylic acid amide). Reaction SMILES: [NH2:1][C:2]1[N:6]([C:7]([CH3:10])([CH3:9])[CH3:8])[N:5]=[C:4]([C:11]2[CH:16]=[CH:15][C:14]([N+:17]([O-:19])=[O:18])=[CH:13][CH:12]=2)[C:3]=1[C:20]#[N:21].[OH:22]O.[OH-].[Na+]>O1CCCC1.S([O-])(O)(=O)=O.C([N+](CCCC)(CCCC)CCCC)CCC>[NH2:1][C:2]1[N:6]([C:7]([CH3:9])([CH3:10])[CH3:8])[N:5]=[C:4]([C:11]2[CH:16]=[CH:15][C:14]([N+:17]([O-:19])=[O:18])=[CH:13][CH:12]=2)[C:3]=1[C:20]([NH2:21])=[O:22] |f:2.3,5.6|. Procedure details: To a solution of 5-amino-1-tert-butyl-3-(4-nitro-phenyl)-1H-pyrazole-4-carbonitrile (2.85 g, 10 mmol) in 40 mL of tetrahydrofuran were added a 30% aqueous solution of hydrogen peroxide (80 mL), a 1 M solution of sodium hydroxide (20 mL) and 3 g of tetrabutylammonium hydrogensulfate. The reaction mixture was stirred for 48 hours at room temperature and extracted with ethyl acetate (2×200 mL). The organic layers were combined, washed with brine, dried over solid MgSO4, filtered and evaporated. The... The reactants are CC#N, CC(OS(C)(=O)=O)c1ccc([N+](=O)[O-])cc1, c1c[nH]cn1. The product is CC(c1ccc([N+](=O)[O-])cc1)n1ccnc1. Reaction SMILES: [CH3:22][C:23]#[N:24].[CH3:6][S:7]([O:8][CH:11]([CH3:12])[c:13]1[cH:14][cH:15][c:16]([N+:19](=[O:20])[O-:21])[cH:17][cH:18]1)(=[O:9])=[O:10].[nH:1]1[cH:2][n:3][cH:4][cH:5]1>>[n:1]1([CH:11]([CH3:12])[c:13]2[cH:14][cH:15][c:16]([N+:19](=[O:20])[O-:21])[cH:17][cH:18]2)[cH:2][n:3][cH:4][cH:5]1.